From a dataset of the Open Reaction Database (ORD), a public repository of structured organic reaction records. describe an organic reaction: reactants, conditions, products, and yield Starting materials: ClC1=NC=NC(=C1)Cl (4,6-dichloropyrimidine), CO (methanol), C[O-].[Na+] (NaOMe). Run at temperature 65 celsius. The product is COC1=NC=NC(=C1)OC (4,6-dimethoxypyrimidine). As a reaction SMILES: Cl[C:2]1[CH:7]=[C:6](Cl)[N:5]=[CH:4][N:3]=1.[CH3:9][O-:10].[Na+].[CH3:12][OH:13]>>[CH3:9][O:10][C:2]1[CH:7]=[C:6]([O:13][CH3:12])[N:5]=[CH:4][N:3]=1 |f:1.2|. Procedure: To a suspension of 4,6-dichloropyrimidine (6.5 g, 43.9 mmol) in methanol (30 mL) at room temperature under argon was added NaOMe (7.1 g, 132 mmol) over 5 min. The resulting suspension was heated at 65° C. under argon for 24 h. Analysis by HPLC/MS indicated that the reaction was complete. Most of the solvent was removed under reduced pressure, then 1 M aqueous HCl (50 mL) and CH2Cl2 (50 mL) were added to the residue. The layers were separated and the organic phase was washed with saturated aqueou... Reactants: C1CCOC1, CCOC(C)=O, CCO, CCOC(=O)C1CCOc2cc(Oc3ccc(C(=O)NCCc4ccc(Cl)cc4)cc3)c(Cl)cc21, Cl, [Na+], [OH-]. Product: O=C(NCCc1ccc(Cl)cc1)c1ccc(Oc2cc3c(cc2Cl)C(C(=O)O)CCO3)cc1. As a reaction SMILES: [CH2:48]1[O:49][CH2:50][CH2:51][CH2:52]1.[CH3:39][CH2:40][O:41][C:42]([CH3:43])=[O:44].[CH3:45][CH2:46][OH:47].[Cl:1][c:2]1[cH:3][c:4]2[c:9]([cH:10][c:11]1[O:12][c:13]1[cH:14][cH:15][c:16]([C:19]([NH:20][CH2:21][CH2:22][c:23]3[cH:24][cH:25][c:26]([Cl:29])[cH:27][cH:28]3)=[O:30])[cH:17][cH:18]1)[O:8][CH2:7][CH2:6][CH:5]2[C:31](=[O:32])[O:33][CH2:34][CH3:35].[ClH:38].[Na+:37].[OH-:36]>>[Cl:1][c:2]1[cH:3][c:4]2[c:9]([cH:10][c:11]1[O:12][c:13]1[cH:14][cH:15][c:16]([C:19]([NH:20][CH2:21][CH2:22][c:23]3[cH:24][cH:25][c:26]([Cl:29])[cH:27][cH:28]3)=[O:30])[cH:17][cH:18]1)[O:8][CH2:7][CH2:6][CH:5]2[C:31](=[O:32])[OH:33]. The reactants are O=C(c1cc(Br)c(OCc2ccccc2)cc1OCc1ccccc1)N1Cc2ccccc2C1, [Cu], O=C([O-])C(F)(F)F, [Na+]. Yields the product O=C(c1cc(C(F)(F)F)c(OCc2ccccc2)cc1OCc1ccccc1)N1Cc2ccccc2C1. RXN SMILES: [CH2:1]([c:2]1[cH:3][cH:4][cH:5][cH:6][cH:7]1)[O:8][c:9]1[c:10]([C:24](=[O:25])[N:26]2[CH2:27][c:28]3[cH:29][cH:30][cH:31][cH:32][c:33]3[CH2:34]2)[cH:11][c:12]([Br:23])[c:13]([O:15][CH2:16][c:17]2[cH:18][cH:19][cH:20][cH:21][cH:22]2)[cH:14]1.[Cu:43].[F:35][C:36]([C:37]([O-:38])=[O:39])([F:40])[F:41].[Na+:42]>>[CH2:1]([c:2]1[cH:3][cH:4][cH:5][cH:6][cH:7]1)[O:8][c:9]1[c:10]([C:24](=[O:25])[N:26]2[CH2:27][c:28]3[cH:29][cH:30][cH:31][cH:32][c:33]3[CH2:34]2)[cH:11][c:12]([C:36]([F:35])([F:40])[F:41])[c:13]([O:15][CH2:16][c:17]2[cH:18][cH:19][cH:20][cH:21][cH:22]2)[cH:14]1. Starting materials: O=[N+]([O-])c1cccc(Cl)c1Oc1cc(Cl)cc(Br)c1Cl, C[N+](C)(C)N, CC(C)(C)[O-], Cl[Cu], [I-], [K+], CN(C)C=O. Product: Nc1ccc(Cl)c(Oc2cc(Cl)cc(Br)c2Cl)c1[N+](=O)[O-]. As a reaction SMILES: [Br:13][c:14]1[c:15]([Cl:32])[c:16]([O:21][c:22]2[c:23]([Cl:31])[cH:24][cH:25][cH:26][c:27]2[N+:28](=[O:29])[O-:30])[cH:17][c:18]([Cl:20])[cH:19]1.[CH3:2][N+:3]([CH3:4])([CH3:5])[NH2:6].[CH3:7][C:8]([CH3:9])([O-:10])[CH3:11].[Cl:38][Cu:39].[I-:1].[K+:12].[O:33]=[CH:34][N:35]([CH3:36])[CH3:37]>>[NH2:3][c:26]1[cH:25][cH:24][c:23]([Cl:31])[c:22]([O:21][c:16]2[c:15]([Cl:32])[c:14]([Br:13])[cH:19][c:18]([Cl:20])[cH:17]2)[c:27]1[N+:28](=[O:29])[O-:30]. Reactants: CN(\C=C\1/CCC=C(C1=O)OCC)C (6-[1-Dimethylamino-meth-(E)-ylidene]-2-ethoxy-cyclohex-2-enone), COC1=CC=C(C(=N)N)C=C1 (4-methoxybenzamidine). Solvent: CCO (EtOH). Product: C(C)OC1=CCCC=2C=NC(=NC12)C1=CC=C(C=C1)OC (8-Ethoxy-2-(4-methoxy-phenyl)-5,6-dihydro-quinazoline). As a reaction SMILES: CN(C)/[CH:3]=[C:4]1\[CH2:5][CH2:6][CH:7]=[C:8]([O:11][CH2:12][CH3:13])[C:9]\1=O.[CH3:15][O:16][C:17]1[CH:25]=[CH:24][C:20]([C:21]([NH2:23])=[NH:22])=[CH:19][CH:18]=1>CCO>[CH2:12]([O:11][C:8]1[C:9]2[N:23]=[C:21]([C:20]3[CH:24]=[CH:25][C:17]([O:16][CH3:15])=[CH:18][CH:19]=3)[N:22]=[CH:3][C:4]=2[CH2:5][CH2:6][CH:7]=1)[CH3:13]. Procedure details: 6-[1-Dimethylamino-meth-(E)-ylidene]-2-ethoxy-cyclohex-2-enone (WO 2004/104007) (1 g; 5 mmol) and 4-methoxybenzamidine (0.92 g; 6.1 mmol) are refluxed in EtOH (20 ml) for 14 hours. The reaction mixture is evaporated to dryness, taken up in CH2Cl2 and purified via chromatography (SiO2; acetone/hexanes 5:95) to yield the title compound as yellow resin. 1H-NMR (400 MHz; DMSO-d6): 8.58 (s, 1H); 8.31 (d, 2H); 7.07 (d, 2H); 5.64 (t, 1H); 3.93 (q, 2H); 3.84 (s, 3H); 2.78 (t, 2H); 2.40 (m, 2H); 1.40 (t,... The reactants are C(C)OC(C=C(C1=CC=CC=C1)C1=C2C(=NNC2=CC=C1)OC)=O (3-(3-methoxy-1H-indazol-4-yl)-3-phenyl-acrylic acid ethyl ester), C(C)OC(C=C(C1=CC=CC=C1)C1=C2C(=CNC2=CC=C1)C#N)=O (3-(3-cyano-1H-Indol-4-yl)-3-phenyl-acrylic acid ethyl ester). Product: COC1=NNC2=CC=CC(=C12)C(=CC(=O)NC)C1=CC=CC=C1 (3-(3-Methoxy-1H-indazol-4-yl)-N-methyl-3-phenyl-acrylamide). As a reaction SMILES: C([O:3][C:4](=O)[CH:5]=[C:6]([C:13]1[CH:21]=[CH:20][CH:19]=[C:18]2[C:14]=1[C:15]([O:22][CH3:23])=[N:16][NH:17]2)[C:7]1[CH:12]=[CH:11][CH:10]=[CH:9][CH:8]=1)C.C(OC(=O)C=C(C1C=CC=C2C=1C(C#N)=[CH:40][NH:41]2)C1C=CC=CC=1)C>>[CH3:23][O:22][C:15]1[C:14]2[C:18](=[CH:19][CH:20]=[CH:21][C:13]=2[C:6]([C:7]2[CH:12]=[CH:11][CH:10]=[CH:9][CH:8]=2)=[CH:5][C:4]([NH:41][CH3:40])=[O:3])[NH:17][N:16]=1. Procedure details: 3-(3-Methoxy-1H-indazol-4-yl)-N-methyl-3-phenyl-acrylamide CLXXXVIII was prepared from 3-(3-methoxy-1H-indazol-4-yl)-3-phenyl-acrylic acid ethyl ester using the procedure described for preparation of 3-(1H-Indol-7-yl)-N-methyl-3-phenyl-acrylamide XVIII (see Example 4).